The task is: describe an organic reaction: reactants, conditions, products, and yield. This data is from the Open Reaction Database (ORD), a public repository of structured organic reaction records. Reactants: NC1=C(C(C2=CC=CC=C2)=NN)C=CC=C1 (2-aminobenzophenone hydrazone), [OH-].[K+] (potassium hydroxide). Run in C(COCCO)O (diethylene glycol). The product is C(C1=CC=CC=C1)C1=C(N)C=CC=C1 (2-benzylaniline). As a reaction SMILES: [NH2:1][C:2]1[CH:16]=[CH:15][CH:14]=[CH:13][C:3]=1[C:4](=NN)[C:5]1[CH:10]=[CH:9][CH:8]=[CH:7][CH:6]=1.[OH-].[K+]>C(O)COCCO>[CH2:4]([C:3]1[CH:13]=[CH:14][CH:15]=[CH:16][C:2]=1[NH2:1])[C:5]1[CH:6]=[CH:7][CH:8]=[CH:9][CH:10]=1 |f:1.2|. Procedure: In the manner given in Preparation 11, 2-aminobenzophenone hydrazone is refluxed with potassium hydroxide in diethylene glycol to give 2-benzylaniline.